This data is from the Open Reaction Database (ORD), a public repository of structured organic reaction records. The task is: describe an organic reaction: reactants, conditions, products, and yield The reactants are CC(NC(=O)C(OC(=O)c1ccccc1)C(CCCCNC(=O)OCc1ccccc1)NC(=O)OC(C)(C)C)c1ccccc1, CCOC(C)=O, [Li+], C1COCCO1, [OH-], O. Product: CC(NC(=O)C(O)C(CCCCNC(=O)OCc1ccccc1)NC(=O)OC(C)(C)C)c1ccccc1. As a reaction SMILES: [C:1](=[O:2])([c:3]1[cH:4][cH:5][cH:6][cH:7][cH:8]1)[O:9][CH:10]([CH:11]([CH2:12][CH2:13][CH2:14][CH2:15][NH:16][C:17](=[O:18])[O:19][CH2:20][c:21]1[cH:22][cH:23][cH:24][cH:25][cH:26]1)[NH:27][C:28](=[O:29])[O:30][C:31]([CH3:32])([CH3:33])[CH3:34])[C:35](=[O:36])[NH:37][CH:38]([CH3:39])[c:40]1[cH:41][cH:42][cH:43][cH:44][cH:45]1.[CH3:55][CH2:56][O:57][C:58](=[O:59])[CH3:60].[Li+:46].[O:48]1[CH2:49][CH2:50][O:51][CH2:52][CH2:53]1.[OH-:47].[OH2:54]>>[OH:9][CH:10]([CH:11]([CH2:12][CH2:13][CH2:14][CH2:15][NH:16][C:17](=[O:18])[O:19][CH2:20][c:21]1[cH:22][cH:23][cH:24][cH:25][cH:26]1)[NH:27][C:28](=[O:29])[O:30][C:31]([CH3:32])([CH3:33])[CH3:34])[C:35](=[O:36])[NH:37][CH:38]([CH3:39])[c:40]1[cH:41][cH:42][cH:43][cH:44][cH:45]1. Starting materials: COC(CC(C)=O)=O (3-oxo-butyric acid methyl ester), R3—(CH2)m—NH2, C1(CC1)CN (cyclopropanemethylamine), BrCC(=O)C1=C(C=CC(=C1)OC)OC (2-bromo-1-(2,5-dimethoxy-phenyl)-ethanone), FC=1C=C(CCN)C=CC1 (3-fluoro-phenethylamine). Product: C1(CC1)CNC(=O)C1=C(N(C(=C1)C1=C(C=CC(=C1)OC)OC)CCC1=CC(=CC=C1)F)C (5-(2,5-Dimethoxy-phenyl)-1-[2-(3-fluoro-phenyl)-ethyl]-2-methyl-1H-pyrrole-3-carboxylic acid cyclopropylmethyl-amide). As a reaction SMILES: C[O:2][C:3](=O)[CH2:4][C:5](=O)[CH3:6].Br[CH2:10][C:11]([C:13]1[CH:18]=[C:17]([O:19][CH3:20])[CH:16]=[CH:15][C:14]=1[O:21][CH3:22])=O.[F:23][C:24]1[CH:25]=[C:26]([CH:30]=[CH:31][CH:32]=1)[CH2:27][CH2:28][NH2:29].[CH:33]1([CH2:36][NH2:37])[CH2:35][CH2:34]1>>[CH:33]1([CH2:36][NH:37][C:3]([C:4]2[CH:10]=[C:11]([C:13]3[CH:18]=[C:17]([O:19][CH3:20])[CH:16]=[CH:15][C:14]=3[O:21][CH3:22])[N:29]([CH2:28][CH2:27][C:26]3[CH:30]=[CH:31][CH:32]=[C:24]([F:23])[CH:25]=3)[C:5]=2[CH3:6])=[O:2])[CH2:35][CH2:34]1. Procedure: The title compound was synthesized in analogy to Example 68, using 3-oxo-butyric acid methyl ester as compound of formula R, 2-bromo-1-(2,5-dimethoxy-phenyl)-ethanone as compound of formula S, 3-fluoro-phenethylamine as R3—(CH2)m—NH2 and cyclopropanemethylamine as R1R2NH, MS (ISP) 437.2 (M+H)+. Reactants: C(=O)(O)[O-].[Na+] (NaHCO3), Cl.COC(CN)=O (glycine methyl ester hydrochloride), C(C1=CC=CC=C1)OC1=CC=C(C=O)C=C1 (4-benzyloxybenzaldehyde), C(C)(=O)O[BH-](OC(C)=O)OC(C)=O.[Na+] (sodium triacetoxyborohydride). Run in C(Cl)Cl (CH2Cl2). Run at time 4 hour. The product is COC(CNCC1=CC=C(C=C1)OCC1=CC=CC=C1)=O ((4-Benzyloxybenzylamino)acetic Acid Methyl Ester). Yield: 46.3%. RXN SMILES: Cl.[CH3:2][O:3][C:4](=[O:7])[CH2:5][NH2:6].[CH2:8]([O:15][C:16]1[CH:23]=[CH:22][C:19]([CH:20]=O)=[CH:18][CH:17]=1)[C:9]1[CH:14]=[CH:13][CH:12]=[CH:11][CH:10]=1.C(O[BH-](OC(=O)C)OC(=O)C)(=O)C.[Na+].C([O-])(O)=O.[Na+]>C(Cl)Cl>[CH3:2][O:3][C:4](=[O:7])[CH2:5][NH:6][CH2:20][C:19]1[CH:22]=[CH:23][C:16]([O:15][CH2:8][C:9]2[CH:14]=[CH:13][CH:12]=[CH:11][CH:10]=2)=[CH:17][CH:18]=1 |f:0.1,3.4,5.6|. Reported procedure: To a mixture of glycine methyl ester hydrochloride (2.07 g, 16.5 mmol) and 4-benzyloxybenzaldehyde (3.18 g, 15.0 mmol) in CH2Cl2 (50 mL) at 0° C. was added sodium triacetoxyborohydride (3.81 g, 18.0 mmol). The mixture was allowed to warm to room temperature and stirred for 4 hours. Aqueous NaHCO3 was added, and the mixture was stirred for 30 minutes. The aqueous layer was extracted three times with CH2Cl2. The combined organic extracts were washed with brine, dried over MgSo4, and concentrated. ... RXN SMILES: [BH4-:1].[CH3:16][OH:17].[CH3:3][N:4]1[C:5](=[O:14])[c:6]2[c:7]([cH:10][cH:11][cH:12][cH:13]2)[C:8]1=[O:9].[K+:2].[OH2:15]>>[CH3:3][N:4]1[C:5](=[O:14])[c:6]2[c:7]([cH:10][cH:11][cH:12][cH:13]2)[CH:8]1[OH:9]. Starting materials: [BH4-], CO, CN1C(=O)c2ccccc2C1=O, [K+], O. The product is CN1C(=O)c2ccccc2C1O. Reactants: BrCC(=O)C1=C(C=C(C=C1)F)F (2-bromo-1-(2,4-difluorophenyl)ethanone), ClC=1C(=NC=CN1)N (3-chloropyrazin-2-amine). Run in C(C)#N (ACN), CC(C)O (IPA). Reaction conditions: temperature 25 celsius, time 30 minute. The product is ClC=1C=2N(C=CN1)C=C(N2)C2=C(C=C(C=C2)F)F (8-Chloro-2-(2,4-difluorophenyl)-imidazo[1,2-a]pyrazine). The yield is 59.3%. Reaction SMILES: Br[CH2:2][C:3]([C:5]1[CH:10]=[CH:9][C:8]([F:11])=[CH:7][C:6]=1[F:12])=O.[Cl:13][C:14]1[C:15]([NH2:20])=[N:16][CH:17]=[CH:18][N:19]=1>C(#N)C.CC(O)C>[Cl:13][C:14]1[C:15]2[N:16]([CH:2]=[C:3]([C:5]3[CH:10]=[CH:9][C:8]([F:11])=[CH:7][C:6]=3[F:12])[N:20]=2)[CH:17]=[CH:18][N:19]=1. Procedure details: A mixture of 2-bromo-1-(2,4-difluorophenyl)ethanone (107.31 g, 442.89 mmol) and 3-chloropyrazin-2-amine (98.00 g, 756.5 mmol) in ACN (800 mL) was stirred at reflux for about 20 h. The reaction mixture was cooled to about 25° C. before the resultant solid was collected. The filtrate solvent was removed in vacuo to yield a brown solid. This filtration was done to negate the bumping associated with the removal of the ACN. The combined solids were then suspended in water (750 mL) and basified, whils...